This data is from the Open Reaction Database (ORD), a public repository of structured organic reaction records. The task is: describe an organic reaction: reactants, conditions, products, and yield Reactants: CN(C(N(C)C)C1=CC=CC=C1)C (N,N,N′, N′-tetramethyl-C-phenylmethanediamine), C(C)(=O)Cl (acetyl chloride). Run in CCOCC (ether). Conditions: temperature 0 celsius, time 15 hour. Yields the product [Cl-].C(C1=CC=CC=C1)=[N+](C)C (benzylidenedimethylammonium chloride). Yield: 81.0%. As a reaction SMILES: [CH3:1][N:2]([CH3:13])[CH:3]([C:7]1[CH:12]=[CH:11][CH:10]=[CH:9][CH:8]=1)N(C)C.C([Cl:17])(=O)C>CCOCC>[Cl-:17].[CH:3](=[N+:2]([CH3:13])[CH3:1])[C:7]1[CH:12]=[CH:11][CH:10]=[CH:9][CH:8]=1 |f:3.4|. Procedure details: 10 g (56 mmole) of N,N,N′, N′-tetramethyl-C-phenylmethanediamine (J. Am. Chem. Soc. 77 (1955) 1114-1116) were dissolved in 100 ml ether and the solution was cooled to 0° C. in an ice-bath. 4.0 ml (56 mmole) acetyl chloride were added dropwise under nitrogen. After the first drops, a white salt precipitated out and the temperature increased slightly. After 15 hours at RT, the mixture was decanted and the solid was washed three times with 100 ml ether each time, filtered over an inert gas frit und...